This data is from the Open Reaction Database (ORD), a public repository of structured organic reaction records. The task is: describe an organic reaction: reactants, conditions, products, and yield Reactants: CCOC(=O)CP(=O)(OCC)OCC, COCCOC, [H-], [Na+], CCN1C(=O)c2ccccc2C1O. Yields the product CCOC(=O)CC1c2ccccc2C(=O)N1CC. RXN SMILES: [CH3:16][CH2:17][O:18][C:19](=[O:20])[CH2:21][P:22]([O:23][CH2:24][CH3:25])([O:26][CH2:27][CH3:28])=[O:29].[CH3:30][O:31][CH2:32][CH2:33][O:34][CH3:35].[H-:1].[Na+:2].[OH:3][CH:4]1[N:5]([CH2:14][CH3:15])[C:6](=[O:13])[c:7]2[cH:8][cH:9][cH:10][cH:11][c:12]21>>[CH:4]1([CH2:21][C:19]([O:18][CH2:17][CH3:16])=[O:20])[N:5]([CH2:14][CH3:15])[C:6](=[O:13])[c:7]2[cH:8][cH:9][cH:10][cH:11][c:12]21. Starting materials: COC1=CC=C(C=C1)N (p-Anisidine), BrCC(=CC(=O)OCC)C1=CC=C(C=C1)F (ethyl 4-bromo-3-(4-fluorophenyl)-2-butenoate). Run in C(C)O (ethanol). Reaction conditions: time 24 hour. Product: FC1=CC=C(C=C1)C1=CC(N(C1)C1=CC=C(C=C1)OC)=O (4-(4-Fluorophenyl)-1,5-dihydro-1-(4-methoxyphenyl)-2H-pyrrol-2-one). RXN SMILES: [CH3:1][O:2][C:3]1[CH:8]=[CH:7][C:6]([NH2:9])=[CH:5][CH:4]=1.Br[CH2:11][C:12]([C:19]1[CH:24]=[CH:23][C:22]([F:25])=[CH:21][CH:20]=1)=[CH:13][C:14](OCC)=[O:15]>C(O)C>[F:25][C:22]1[CH:21]=[CH:20][C:19]([C:12]2[CH2:11][N:9]([C:6]3[CH:7]=[CH:8][C:3]([O:2][CH3:1])=[CH:4][CH:5]=3)[C:14](=[O:15])[CH:13]=2)=[CH:24][CH:23]=1. Reported procedure: p-Anisidine (1793 g, 14.6 mol) and ethyl 4-bromo-3-(4-fluorophenyl)-2-butenoate (1393 g, 4.9 mol) are combined in ethanol (6 L), and the mixture is stirred for 24 hr. The precipitate which forms is collected by filtration, washed with ethanol, and dried under vacuum for 24 hr at 60° C. to give the title compound. The reactants are BrCCCCCCC1=C(C(=CC=C1)OC)OC (1-(6-bromohexyl)-2,3-dimethoxybenzene), COC(C1=C(C=C(C=C1)O)O)=O (2,4-dihydroxybenzoic acid methyl ester), C([O-])([O-])=O.[K+].[K+] (potassium carbonate), [I-].[K+] (potassium iodide). The solvent is CC(=O)C (acetone). Yields the product COC(C1=C(C=C(C=C1)OCCCCCCC1=C(C(=CC=C1)OC)OC)O)=O (4-[6-(2,3-dimethoxyphenyl)hexyloxy]-2-hydroxybenzoic acid methyl ester). Isolated yield 93.6%. Reaction SMILES: Br[CH2:2][CH2:3][CH2:4][CH2:5][CH2:6][CH2:7][C:8]1[CH:13]=[CH:12][CH:11]=[C:10]([O:14][CH3:15])[C:9]=1[O:16][CH3:17].[CH3:18][O:19][C:20](=[O:29])[C:21]1[CH:26]=[CH:25][C:24]([OH:27])=[CH:23][C:22]=1[OH:28].C(=O)([O-])[O-].[K+].[K+].[I-].[K+]>CC(C)=O>[CH3:18][O:19][C:20](=[O:29])[C:21]1[CH:26]=[CH:25][C:24]([O:27][CH2:2][CH2:3][CH2:4][CH2:5][CH2:6][CH2:7][C:8]2[CH:13]=[CH:12][CH:11]=[C:10]([O:14][CH3:15])[C:9]=2[O:16][CH3:17])=[CH:23][C:22]=1[OH:28] |f:2.3.4,5.6|. Reported procedure: A mixture of 1.0 g (3.3 mmol) of 1-(6-bromohexyl)-2,3-dimethoxybenzene, 0.55 g (3.3 mmol) of 2,4-dihydroxybenzoic acid methyl ester, 1.2 g (9 mmol) of potassium carbonate and 0.75 g (4.5 mmol) of potassium iodide in 25 mL of acetone was stirred at reflux for 20 hours. Workup as in Example 16 gave 1.2 g of 4-[6-(2,3-dimethoxyphenyl)hexyloxy]-2-hydroxybenzoic acid methyl ester as an oil. The reactants are COCc1cc(C(=O)OC)ccc1Br, COCc1cc(C(=O)O)ccc1-c1ccccc1C, CCO, [Na+], [OH-], O. The product is COCc1cc(C(=O)O)ccc1Br. Reaction SMILES: [Br:1][c:2]1[c:3]([CH2:12][O:13][CH3:14])[cH:4][c:5]([C:6](=[O:7])[O:8][CH3:9])[cH:10][cH:11]1.[CH3:15][O:16][CH2:17][c:18]1[cH:19][c:20]([C:21]([OH:22])=[O:23])[cH:24][cH:25][c:26]1-[c:27]1[cH:28][cH:29][cH:30][cH:31][c:32]1[CH3:33].[CH3:37][CH2:38][OH:39].[Na+:35].[OH-:34].[OH2:36]>>[Br:1][c:2]1[c:3]([CH2:12][O:13][CH3:14])[cH:4][c:5]([C:6](=[O:7])[OH:8])[cH:10][cH:11]1. Starting materials: ClC1=NC=CN=C1N1CCN(CC1)C(=O)OC(C)(C)C (2-Chloro-3-(4-tert-butoxycarbonyl-1-piperazinyl)pyrazine), [OH-].[Na+] (NaOH), O (water). Solvent: CS(=O)C (DMSO). Reaction conditions: time 3 hour. The product is C(C)(C)(C)OC(=O)N1CCN(CC1)C=1C(NC=CN1)=O (3-(4-tert-Butoxycarbonyl-1-piperazinyl)-2(1H)-pyrazinone). Yield: 68.0%. Reaction SMILES: Cl[C:2]1[C:7]([N:8]2[CH2:13][CH2:12][N:11]([C:14]([O:16][C:17]([CH3:20])([CH3:19])[CH3:18])=[O:15])[CH2:10][CH2:9]2)=[N:6][CH:5]=[CH:4][N:3]=1.[OH-:21].[Na+].O>CS(C)=O>[C:17]([O:16][C:14]([N:11]1[CH2:12][CH2:13][N:8]([C:7]2[C:2](=[O:21])[NH:3][CH:4]=[CH:5][N:6]=2)[CH2:9][CH2:10]1)=[O:15])([CH3:20])([CH3:19])[CH3:18] |f:1.2|. Procedure: 2-Chloro-3-(4-tert-butoxycarbonyl-1-piperazinyl)pyrazine* (60 g, 0.20 mol) was added to a mixture of NaOH (100 g, 2.50 mol), water (100 mL) and DMSO (100 g) at 100° C. After being stirred for 3 h, the mixture was allowed to cool and partitioned between toluene (100 g) and water (200 mL). Water (300 mL), crushed ice (200 g), EtOAc (600 g) and sodium chloride (100 g) were added to the aqueous layer. The layers were separated and the aqueous layer was extracted with an additional portion of EtOAc (... Starting materials: NCC(O)C1=CC(=CC=C1)Cl (2-amino-1-(3-chlorophenyl)ethanol), N([C@@H](CC1=CC=C(C=C1)O)C(=O)O)C(=O)OC(C)(C)C (Boc-L-Tyr), C(C)(C)(C)OC(=O)N[C@@H](CC1=CC=C(C=C1)O)C(=O)O (N-t-butoxycarbonyl-L-tyrosine). The solvent is C(CCC)O (n-butanol), C(CCC)O (n-butanol). Yields the product NC[C@H](O)C1=CC(=CC=C1)Cl ((R)-2-amino-1-(3-chlorophenyl)ethanol). Yield: 28.7%. As a reaction SMILES: [NH2:1][CH2:2][CH:3]([C:5]1[CH:10]=[CH:9][CH:8]=[C:7]([Cl:11])[CH:6]=1)[OH:4].C(OC(N[C@H](C(O)=O)CC1C=CC(O)=CC=1)=O)(C)(C)C>C(O)CCC>[NH2:1][CH2:2][C@@H:3]([C:5]1[CH:10]=[CH:9][CH:8]=[C:7]([Cl:11])[CH:6]=1)[OH:4]. Procedure: The concentrate (3.38 g) containing 15.0 mmol of 2-amino-1-(3-chlorophenyl)ethanol obtained in the same manner as in Example 295 was added to 20 ml of n-butanol and dissolved at 50° C. The mixture was added with 20 ml of n-butanol containing 2.10 g (7.5 mmol) of N-t-butoxycarbonyl-L-tyrosine (hereinafter briefly referred to as Boc-L-Tyr) with stirring slowly to separate crystals. After cooling to room temperature, the crystals were isolated by filtration to afford 1.95 g (4.31 mmol) of (R)-2-ami... Starting materials: C(C)OC(C(C)OP(=O)(CCNCC(=CCC=1C(=C2C(OCC2=C(C1OC)C)=O)OCC[Si](C)(C)C)C)O)=O (2-[hydroxy-(2-{4-[6-methoxy-7-methyl-3-oxo-4-(2-trimethylsilanyl-ethoxy)-1,3-dihydro-isobenzofuran-5-yl]-2-methyl-but-2-enylamino}-ethyl)-phosphinoyloxy]-propionic acid ethyl ester). The solvent is C(=O)(C(F)(F)F)O.C(Cl)Cl (TFA CH2Cl2). Run at time 20 minute. Product: OP(=O)(OC(C(=O)O)C)CCNCC(=CCC=1C(=C2C(OCC2=C(C1OC)C)=O)O)C (2-(Hydroxy-{2-[4-(4-hydroxy-6-methoxy-7-methyl-3-oxo-1,3-dihydro-isobenzofuran-5-yl)-2-methyl-but-2-enylamino]-ethyl}-phosphinoyloxy)-propionic acid). Isolated yield 57.2%. RXN SMILES: C([O:3][C:4](=[O:39])[CH:5]([O:7][P:8]([OH:38])([CH2:10][CH2:11][NH:12][CH2:13][C:14]([CH3:37])=[CH:15][CH2:16][C:17]1[C:18]([O:30]CC[Si](C)(C)C)=[C:19]2[C:23](=[C:24]([CH3:28])[C:25]=1[O:26][CH3:27])[CH2:22][O:21][C:20]2=[O:29])=[O:9])[CH3:6])C>C(O)(C(F)(F)F)=O.C(Cl)Cl>[OH:38][P:8]([CH2:10][CH2:11][NH:12][CH2:13][C:14]([CH3:37])=[CH:15][CH2:16][C:17]1[C:18]([OH:30])=[C:19]2[C:23](=[C:24]([CH3:28])[C:25]=1[O:26][CH3:27])[CH2:22][O:21][C:20]2=[O:29])([O:7][CH:5]([CH3:6])[C:4]([OH:39])=[O:3])=[O:9] |f:1.2|. Procedure: A solution of 2-[hydroxy-(2-{4-[6-methoxy-7-methyl-3-oxo-4-(2-trimethylsilanyl-ethoxy)-1,3-dihydro-isobenzofuran-5-yl]-2-methyl-but-2-enylamino}-ethyl)-phosphinoyloxy]-propionic acid ethyl ester (15 mg, 0.026 mmol) in 10% TFA-CH2Cl2 (1 mL) was stirred at ambient temperature for 10 minutes. The reaction was worked up by removal of the solvent. The residue was dissolved in THF (0.5 mL) and water (0.4 mL) and 1N aqueous NaOH solution (0.1 mL) was added. The solution was stirred at room temperature ...